This data is from the Open Reaction Database (ORD), a public repository of structured organic reaction records. The task is: describe an organic reaction: reactants, conditions, products, and yield The reactants are CC#N, O=[Cr](=O)([O-])O[Cr](=O)(=O)[O-], O=c1ccn(CCO)c(C(O)c2ccc(F)cc2)c1OCc1ccccc1, c1cc[nH+]cc1, c1cc[nH+]cc1. Product: O=C(c1ccc(F)cc1)c1c(OCc2ccccc2)c(=O)ccn1CCO. Reaction SMILES: [CH3:49][C:50]#[N:51].[Cr:28]([O:29][Cr:30]([O-:31])(=[O:32])=[O:33])([O-:34])(=[O:35])=[O:36].[F:1][c:2]1[cH:3][cH:4][c:5]([CH:8]([c:9]2[n:10]([CH2:24][CH2:25][OH:26])[cH:11][cH:12][c:13](=[O:23])[c:14]2[O:15][CH2:16][c:17]2[cH:18][cH:19][cH:20][cH:21][cH:22]2)[OH:27])[cH:6][cH:7]1.[nH+:37]1[cH:38][cH:39][cH:40][cH:41][cH:42]1.[nH+:43]1[cH:44][cH:45][cH:46][cH:47][cH:48]1>>[F:1][c:2]1[cH:3][cH:4][c:5]([C:8]([c:9]2[n:10]([CH2:24][CH2:25][OH:26])[cH:11][cH:12][c:13](=[O:23])[c:14]2[O:15][CH2:16][c:17]2[cH:18][cH:19][cH:20][cH:21][cH:22]2)=[O:27])[cH:6][cH:7]1.